From a dataset of the Open Reaction Database (ORD), a public repository of structured organic reaction records. describe an organic reaction: reactants, conditions, products, and yield Reactants: COC(=O)c1cc(Br)c2oc(N3CCOCC3)cc(=O)c2c1, CO, Cl, [Na+], [OH-], O. Product: O=C(O)c1cc(Br)c2oc(N3CCOCC3)cc(=O)c2c1. As a reaction SMILES: [Br:3][c:4]1[cH:5][c:6]([C:21](=[O:22])[O:23][CH3:24])[cH:7][c:8]2[c:9](=[O:20])[cH:10][c:11]([N:14]3[CH2:15][CH2:16][O:17][CH2:18][CH2:19]3)[o:12][c:13]12.[CH3:26][OH:27].[ClH:25].[Na+:2].[OH-:1].[OH2:28]>>[Br:3][c:4]1[cH:5][c:6]([C:21](=[O:22])[OH:23])[cH:7][c:8]2[c:9](=[O:20])[cH:10][c:11]([N:14]3[CH2:15][CH2:16][O:17][CH2:18][CH2:19]3)[o:12][c:13]12.